This data is from the Open Reaction Database (ORD), a public repository of structured organic reaction records. The task is: describe an organic reaction: reactants, conditions, products, and yield Starting materials: CC(C)(C#C)O (2-methyl-3-butyn-2-ol), cuprous chloride, ClCC(=C)C (3-chloro-2-methylpropene), C([O-])([O-])=O.[K+].[K+] (potassium carbonate). The reagents and catalysts are [Cl-].C(C1=CC=CC=C1)[N+](CC)(CC)CC (benzyltriethylammonium chloride). Yields the product CC(C)(C#CCC(=C)C)O (2,6-Dimethyl-6-hepten-3-yn-2-ol). The yield is 65.0%. Reaction SMILES: [CH3:1][C:2]([OH:6])([C:4]#[CH:5])[CH3:3].Cl[CH2:8][C:9]([CH3:11])=[CH2:10].C(=O)([O-])[O-].[K+].[K+]>[Cl-].C([N+](CC)(CC)CC)C1C=CC=CC=1>[CH3:1][C:2]([OH:6])([C:4]#[C:5][CH2:10][C:9]([CH3:11])=[CH2:8])[CH3:3] |f:2.3.4,5.6|. Procedure: The coupling reaction was conducted in the manner described in the procedure of Example VI using the following reagents: 1.00 mL (10.3 mmoles) of 2-methyl-3-butyn-2-ol, 1.10 mL (11.1 mmoles) of 3-chloro-2-methylpropene, 2.34 g (16.9 mmoles) of anhydrous potassium carbonate, 89 mg (0.90 mmole) of cuprous chloride, and 165 mg (0.72 mmole) of benzyltriethylammonium chloride. Isolation of the product in the usual manner afforded 925 mg (65%) of the named alcohol, thereby demonstrating the lack of ne... The reactants are FC1=C(C=C(C=C1)OC)C1=C(C=C(C=C1)O[Si](C(C)C)(C(C)C)C(C)C)CC(C)(C)C (((2′-fluoro-5′-methoxy-2-neopentyl-[1,1′-biphenyl]-4-yl)oxy)triisopropylsilane), C(C1=CC=CC=C1)OC1=C(C=C(C=C1)C1=C(C=CC(=C1)OC)F)C=O (4-(benzyloxy)-2′-fluoro-5′-methoxy-[1,1′-biphenyl]-3-carbaldehyde), Cl (hydrochloric acid). Solvent: C(C)OCC (diethyl ether), C1CCOC1 (THF), C(C)OCC (diethyl ether). Conditions: temperature 40 celsius, time 1 hour. The product is C(C1=CC=CC=C1)OC1=C(C=C(C=C1)C1=C(C=CC(=C1)OC)F)C(CC(C)(C)C)O (1-(4-(benzyloxy)-2′-fluoro-5′-methoxy-[1,1′-biphenyl]-3-yl)-3,3-dimethylbutan-1-ol). The yield is 103.4%. Reaction SMILES: FC1C=CC(OC)=CC=1C1C=CC(O[Si](C(C)C)(C(C)C)C(C)C)=CC=1[CH2:27][C:28]([CH3:31])([CH3:30])[CH3:29].[CH2:32]([O:39][C:40]1[CH:45]=[CH:44][C:43]([C:46]2[CH:51]=[C:50]([O:52][CH3:53])[CH:49]=[CH:48][C:47]=2[F:54])=[CH:42][C:41]=1[CH:55]=[O:56])[C:33]1[CH:38]=[CH:37][CH:36]=[CH:35][CH:34]=1.Cl>C(OCC)C.C1COCC1>[CH2:32]([O:39][C:40]1[CH:45]=[CH:44][C:43]([C:46]2[CH:51]=[C:50]([O:52][CH3:53])[CH:49]=[CH:48][C:47]=2[F:54])=[CH:42][C:41]=1[CH:55]([OH:56])[CH2:27][C:28]([CH3:31])([CH3:30])[CH3:29])[C:33]1[CH:34]=[CH:35][CH:36]=[CH:37][CH:38]=1. Procedure: A solution of neopentylmagnesium bromide (2.00 g) prepared in Example 2, step F, in diethyl ether (10 mL) was added dropwise to a mixed solution of 4-(benzyloxy)-2′-fluoro-5′-methoxy-[1,1′-biphenyl]-3-carbaldehyde (2.00 g) in THF (10 mL) and diethyl ether (10 mL) at room temperature, and the mixture was stirred at 40° C. for 1 hr. The reaction mixture was cooled to room temperature, 1N hydrochloric acid was added dropwise, and the mixture was extracted with ethyl acetate. The extract was washed ... The reactants are F[B-](F)(F)F, Cc1cccc(-c2sc(C)nc2C(=O)O)c1, CC1CC2CNC(CNC(=O)C(F)(F)F)C2C1, CCN(C(C)C)C(C)C, CN(C)C=O, O, CN(C)C(On1nnc2ccccc21)=[N+](C)C. Product: Cc1cccc(-c2sc(C)nc2C(=O)N2CC3CC(C)CC3C2CNC(=O)C(F)(F)F)c1. As a reaction SMILES: [B-:26]([F:27])([F:28])([F:29])[F:30].[CH3:1][c:2]1[s:3][c:4](-[c:10]2[cH:11][c:12]([CH3:16])[cH:13][cH:14][cH:15]2)[c:5]([C:7](=[O:8])[OH:9])[n:6]1.[CH3:48][CH:49]1[CH2:50][CH:51]2[CH2:52][NH:53][CH:54]([CH2:57][NH:58][C:59]([C:60]([F:61])([F:62])[F:63])=[O:64])[CH:55]2[CH2:56]1.[CH:17]([N:18]([CH2:19][CH3:20])[CH:21]([CH3:22])[CH3:23])([CH3:24])[CH3:25].[O:65]=[CH:66][N:67]([CH3:68])[CH3:69].[OH2:70].[n:31]1([O:32][C:33]([N:34]([CH3:35])[CH3:36])=[N+:37]([CH3:38])[CH3:39])[c:40]2[cH:41][cH:42][cH:43][cH:44][c:45]2[n:46][n:47]1>>[CH3:1][c:2]1[s:3][c:4](-[c:10]2[cH:11][c:12]([CH3:16])[cH:13][cH:14][cH:15]2)[c:5]([C:7](=[O:9])[N:53]2[CH2:52][CH:51]3[CH2:50][CH:49]([CH3:48])[CH2:56][CH:55]3[CH:54]2[CH2:57][NH:58][C:59]([C:60]([F:61])([F:62])[F:63])=[O:64])[n:6]1. Reactants: C[Si](C)(C)C#Cc1ccc2c(c1)NCC2, CN1CCCC1=O, COc1cc2ncnc(Cl)c2cc1OC. The product is COc1cc2ncnc(N3CCc4ccc(C#C[Si](C)(C)C)cc43)c2cc1OC. Reaction SMILES: [CH3:1][Si:2]([CH3:3])([CH3:4])[C:5]#[C:6][c:7]1[cH:8][cH:9][c:10]2[c:14]([cH:15]1)[NH:13][CH2:12][CH2:11]2.[CH3:31][N:32]1[CH2:33][CH2:34][CH2:35][C:36]1=[O:37].[Cl:16][c:17]1[n:18][cH:19][n:20][c:21]2[cH:22][c:23]([O:29][CH3:30])[c:24]([O:27][CH3:28])[cH:25][c:26]12>>[CH3:1][Si:2]([CH3:3])([CH3:4])[C:5]#[C:6][c:7]1[cH:8][cH:9][c:10]2[c:14]([cH:15]1)[N:13]([c:17]1[n:18][cH:19][n:20][c:21]3[cH:22][c:23]([O:29][CH3:30])[c:24]([O:27][CH3:28])[cH:25][c:26]13)[CH2:12][CH2:11]2.